Dataset: the Open Reaction Database (ORD), a public repository of structured organic reaction records. Task: describe an organic reaction: reactants, conditions, products, and yield Reactants: CCN(C(C)C)C(C)C, CNOC, Cl, Cl, CN(C)C=O, O=C(O)c1cccc2[nH]cnc12. Product: CON(C)C(=O)c1cccc2[nH]cnc12. Reaction SMILES: [CH2:19]([N:20]([CH:21]([CH3:22])[CH3:23])[CH:24]([CH3:25])[CH3:26])[CH3:27].[CH3:15][NH:16][O:17][CH3:18].[ClH:14].[ClH:1].[O:28]=[CH:29][N:30]([CH3:31])[CH3:32].[nH:2]1[cH:3][n:4][c:5]2[c:6]1[cH:7][cH:8][cH:9][c:10]2[C:11](=[O:12])[OH:13]>>[nH:2]1[cH:3][n:4][c:5]2[c:6]1[cH:7][cH:8][cH:9][c:10]2[C:11](=[O:13])[N:16]([CH3:15])[O:17][CH3:18].